From a dataset of the Open Reaction Database (ORD), a public repository of structured organic reaction records. describe an organic reaction: reactants, conditions, products, and yield Starting materials: [H-].[Na+] (NaH), COC[C@@H]1N(CCC1)C(=O)C1=CC2=NC=CC(=C2S1)OC=1C=C2C=C(NC2=CC1)C ((2R)-(2-methoxymethyl-pyrrolidin-1-yl)-[7-(2-methyl-1H-indol-5-yloxy)-thieno[3,2-b]pyridin-2-yl]-methanone), C(C)I (EtI). Run in CN(C)C=O (DMF). Run at time 20 minute. Product: C(C)N1C(=CC2=CC(=CC=C12)OC1=C2C(=NC=C1)C=C(S2)C(=O)N2[C@H](CCC2)COC)C ((R)-[7-(1-Ethyl-2-methyl-1H-indol-5-yloxy)-thieno[3,2-b]pyridin-2-yl]-(2-methoxymethyl-pyrrolidin-1-yl)-methanone). The yield is 51.2%. As a reaction SMILES: [H-].[Na+].[CH3:3][O:4][CH2:5][C@H:6]1[CH2:10][CH2:9][CH2:8][N:7]1[C:11]([C:13]1[S:21][C:20]2[C:15](=[N:16][CH:17]=[CH:18][C:19]=2[O:22][C:23]2[CH:24]=[C:25]3[C:29](=[CH:30][CH:31]=2)[NH:28][C:27]([CH3:32])=[CH:26]3)[CH:14]=1)=[O:12].[CH2:33](I)[CH3:34]>CN(C=O)C>[CH2:33]([N:28]1[C:29]2[C:25](=[CH:24][C:23]([O:22][C:19]3[CH:18]=[CH:17][N:16]=[C:15]4[CH:14]=[C:13]([C:11]([N:7]5[CH2:8][CH2:9][CH2:10][C@@H:6]5[CH2:5][O:4][CH3:3])=[O:12])[S:21][C:20]=34)=[CH:31][CH:30]=2)[CH:26]=[C:27]1[CH3:32])[CH3:34] |f:0.1|. Procedure: NaH (16 mg, 0.4 mmol) was added to a solution of (2R)-(2-methoxymethyl-pyrrolidin-1-yl)-[7-(2-methyl-1H-indol-5-yloxy)-thieno[3,2-b]pyridin-2-yl]-methanone (85 mg, 0.2 mmol) in DMF (5 mL), at 0° C. The reaction mixture was allowed to stir for 20 min, and EtI (57 mg, 0.40 mmol) was added dropwise. After 3 h the reaction was quenched with saturated aqueous KCN (10 mL). The aqueous layer was extracted with CH2Cl2 (3×15 mL). The combined organic extracts were dried (Na2SO4), and the solvent was remo... Reactants: NC1=NC=2C=C(C=CC2C2=C1N=C(S2)CC)O (4-amino-2-ethylthiazolo[4,5-c]quinolin-7-ol), ClC1=NC=C(C(=O)OC)C=C1 (methyl 6-chloronicotinate), C([O-])([O-])=O.[Cs+].[Cs+] (cesium carbonate). The solvent is O1CCOCC1 (1,4-dioxane). Product: NC1=NC=2C=C(C=CC2C2=C1N=C(S2)CC)OC2=NC=C(C(=O)OC)C=C2 (methyl 6-[(4-amino-2-ethyl[1,3]thiazolo[4,5-c]quinolin-7-yl)oxy]nicotinate). Reaction SMILES: [NH2:1][C:2]1[C:11]2[N:12]=[C:13]([CH2:15][CH3:16])[S:14][C:10]=2[C:9]2[CH:8]=[CH:7][C:6]([OH:17])=[CH:5][C:4]=2[N:3]=1.Cl[C:19]1[CH:28]=[CH:27][C:22]([C:23]([O:25][CH3:26])=[O:24])=[CH:21][N:20]=1.C(=O)([O-])[O-].[Cs+].[Cs+]>O1CCOCC1>[NH2:1][C:2]1[C:11]2[N:12]=[C:13]([CH2:15][CH3:16])[S:14][C:10]=2[C:9]2[CH:8]=[CH:7][C:6]([O:17][C:19]3[CH:28]=[CH:27][C:22]([C:23]([O:25][CH3:26])=[O:24])=[CH:21][N:20]=3)=[CH:5][C:4]=2[N:3]=1 |f:2.3.4|. Procedure details: A round bottom flask was charged with 4-amino-2-ethylthiazolo[4,5-c]quinolin-7-ol (1.0 eq., 2.0 mmol), methyl 6-chloronicotinate (1.0 eq., 2.0 mmol), cesium carbonate (3.0 eq. 6.0 mmol), and anhydrous 1,4-dioxane (45 mL). The mixture was heated to reflux for 24 hours. The reaction was monitored by HPLC. The reaction mixture was concentrated to dryness. The resulting solid was then dissolved in methanol and adsorbed onto silica gel (6 g) for purification by HPFC (0-15% CMA in chloroform, 1440 mL)... Reactants: C1CCOC1, C[Si](C)(C)[N-][Si](C)(C)C, NC(=O)c1ccc(Cl)nc1Cl, [Li+], Nc1ccc(N2CCN(C(=O)OCc3ccccc3)CC2)cc1. Product: NC(=O)c1ccc(Cl)nc1Nc1ccc(N2CCN(C(=O)OCc3ccccc3)CC2)cc1. Reaction SMILES: [CH2:45]1[O:46][CH2:47][CH2:48][CH2:49]1.[CH3:35][Si:36]([N-:37][Si:38]([CH3:39])([CH3:40])[CH3:41])([CH3:42])[CH3:43].[Cl:1][c:2]1[c:3]([C:4](=[O:5])[NH2:6])[cH:7][cH:8][c:9]([Cl:11])[n:10]1.[Li+:44].[NH2:12][c:13]1[cH:14][cH:15][c:16]([N:19]2[CH2:20][CH2:21][N:22]([C:25](=[O:26])[O:27][CH2:28][c:29]3[cH:30][cH:31][cH:32][cH:33][cH:34]3)[CH2:23][CH2:24]2)[cH:17][cH:18]1>>[c:2]1([NH:12][c:13]2[cH:14][cH:15][c:16]([N:19]3[CH2:20][CH2:21][N:22]([C:25](=[O:26])[O:27][CH2:28][c:29]4[cH:30][cH:31][cH:32][cH:33][cH:34]4)[CH2:23][CH2:24]3)[cH:17][cH:18]2)[c:3]([C:4](=[O:5])[NH2:6])[cH:7][cH:8][c:9]([Cl:11])[n:10]1. Reactants: Cl.CN(C)C1C(CCCC1)=O (dimethylaminocyclohexanone hydrochloride), Cl.FC=1C=C(C=CC1)NN (3-fluorophenylhydrazine hydrochloride). The solvent is C(C)O (ethyl alcohol). The product is CN(C1CCC=2NC3=CC(=CC=C3C2C1)F)C (3-(Dimethylamino)-7-fluoro-1,2,3,4-tetrahydrocarbazole). Reaction SMILES: Cl.[CH3:2][N:3]([CH:5]1[CH2:10][CH2:9][CH2:8][CH2:7][C:6]1=O)[CH3:4].Cl.[F:13][C:14]1[CH:15]=[C:16]([NH:20]N)[CH:17]=[CH:18][CH:19]=1>C(O)C>[CH3:2][N:3]([CH3:4])[CH:5]1[CH2:10][C:9]2[C:17]3[C:16](=[CH:15][C:14]([F:13])=[CH:19][CH:18]=3)[NH:20][C:8]=2[CH2:7][CH2:6]1 |f:0.1,2.3|. Procedure details: A solution of 35.5 g. of dimethylaminocyclohexanone hydrochloride and 34.5 g. of 3-fluorophenylhydrazine hydrochloride in 500 ml. of absolute ethyl alcohol was heated at reflux for twenty hours and then cooled in an ice bath. The resulting crystals were collected by filtration, suspended in chloroform, and treated with dilute potassium hydroxide. The chloroform layer was separated and evaporated to dryness under reduced pressure to give, after recrystallization from isopropyl alcohol, 31.5 g. of... The reactants are CC(C)(C)OC(=O)CNC(=O)C1=C(O)c2cc(Br)ccc2C(C)(C)C1=O, O=C([O-])[O-], C1COCCO1, [Na+], [Na+], c1ccc(P(c2ccccc2)(c2ccccc2)[Pd](P(c2ccccc2)(c2ccccc2)c2ccccc2)(P(c2ccccc2)(c2ccccc2)c2ccccc2)P(c2ccccc2)(c2ccccc2)c2ccccc2)cc1, OB(O)c1cccnc1. Product: CC(C)(C)OC(=O)CNC(=O)C1=C(O)c2cc(-c3cccnc3)ccc2C(C)(C)C1=O. Reaction SMILES: [Br:1][c:2]1[cH:3][c:4]2[c:9]([cH:10][cH:11]1)[C:8]([CH3:12])([CH3:13])[C:7](=[O:14])[C:6]([C:15](=[O:16])[NH:17][CH2:18][C:19](=[O:20])[O:21][C:22]([CH3:23])([CH3:24])[CH3:25])=[C:5]2[OH:26].[C:36](=[O:37])([O-:38])[O-:39].[CH2:42]1[O:43][CH2:44][CH2:45][O:46][CH2:47]1.[Na+:40].[Na+:41].[cH:48]1[cH:49][cH:50][c:51]([P:52]([Pd:53]([P:54]([c:55]2[cH:56][cH:57][cH:58][cH:59][cH:60]2)([c:61]2[cH:62][cH:63][cH:64][cH:65][cH:66]2)[c:67]2[cH:68][cH:69][cH:70][cH:71][cH:72]2)([P:73]([c:74]2[cH:75][cH:76][cH:77][cH:78][cH:79]2)([c:80]2[cH:81][cH:82][cH:83][cH:84][cH:85]2)[c:86]2[cH:87][cH:88][cH:89][cH:90][cH:91]2)[P:92]([c:93]2[cH:94][cH:95][cH:96][cH:97][cH:98]2)([c:99]2[cH:100][cH:101][cH:102][cH:103][cH:104]2)[c:105]2[cH:106][cH:107][cH:108][cH:109][cH:110]2)([c:111]2[cH:112][cH:113][cH:114][cH:115][cH:116]2)[c:117]2[cH:118][cH:119][cH:120][cH:121][cH:122]2)[cH:123][cH:124]1.[n:27]1[cH:28][c:29]([B:33]([OH:34])[OH:35])[cH:30][cH:31][cH:32]1>>[c:2]1(-[c:29]2[cH:28][n:27][cH:32][cH:31][cH:30]2)[cH:3][c:4]2[c:9]([cH:10][cH:11]1)[C:8]([CH3:12])([CH3:13])[C:7](=[O:14])[C:6]([C:15](=[O:16])[NH:17][CH2:18][C:19](=[O:20])[O:21][C:22]([CH3:23])([CH3:24])[CH3:25])=[C:5]2[OH:26]. The reactants are C(C)(C)(C)C1CCC(=O)NCC1 (4-tertbutylcaprolactam), COS(=O)(=O)OC (dimethylsulfate), title material. The product is CC(C)(C)C1CCN=C(CC1)OC (4-(1,1-dimethylethyl)-3,4,5,6-tetrahydro-7-methoxy-2H-azepine). RXN SMILES: [C:1]([CH:5]1[CH2:12][CH2:11][NH:10][C:8](=[O:9])[CH2:7][CH2:6]1)([CH3:4])([CH3:3])[CH3:2].[CH3:13]OS(OC)(=O)=O>>[CH3:3][C:1]([CH:5]1[CH2:6][CH2:7][C:8]([O:9][CH3:13])=[N:10][CH2:11][CH2:12]1)([CH3:4])[CH3:2]. Procedure: A sample of 4-tertbutylcaprolactam (Bader, 2.5 g, 14.8 mmol) was reacted with dimethylsulfate (1.4 mL, 14.8 mmol) by the method of EXAMPLE 69 to yield, after chromatography, 2.7 g of the title material. The reactants are C(C)OC(CC(=O)CCC=C)=O (allylacetoacetic acid ethyl ester), CC(C1=CC(=C(C=C1)Cl)Cl)NN (α-methyl-3,4-dichlorobenzylhydrazine), C(C)O (ethanol). Yields the product CC=1NN(C(C1CC=C)=O)C(C1=CC(=C(C=C1)Cl)Cl)C (3-Methyl-4-(prop-2-en-1-yl)-1-(α-methyl-3,4-di-chlorobenzyl)-pyrazol-5-one). Reaction SMILES: C(OC(=O)C[C:6]([CH2:8][CH2:9][CH:10]=[CH2:11])=[O:7])C.[CH3:13][CH:14]([NH:23][NH2:24])[C:15]1[CH:20]=[CH:19][C:18]([Cl:21])=[C:17]([Cl:22])[CH:16]=1.[CH2:25](O)[CH3:26]>>[CH3:25][C:26]1[NH:24][N:23]([CH:14]([CH3:13])[C:15]2[CH:20]=[CH:19][C:18]([Cl:21])=[C:17]([Cl:22])[CH:16]=2)[C:6](=[O:7])[C:8]=1[CH2:9][CH:10]=[CH2:11]. Procedure details: 17 g (0.1 mol) of allylacetoacetic acid ethyl ester were added to a mixture of 20.5 g of α-methyl-3,4-dichlorobenzylhydrazine and 30 ml of absolute ethanol under nitrogen, whereupon the temperature rose to 55° C. The reaction mixture was heated to the reflux temperature for 2 hours. After cooling, the reaction product crystallized out. The reactants are C1C=CC2C1C3CC2C=C3 (dicyclopentadiene), C(C)(C)\C(=C(/C(=O)[O-])\C(C)C)\C(=O)[O-] (diisopropylfumarate), C(C)(C)OC(=O)C1C2C=CC(C1C(=O)OC(C)C)C2 (5-norbornene-2,3-dicarboxylic acid diisopropyl ester). Reaction conditions: time 5 hour. Yields the product C(C)(C)OC(=O)C1C2C=CC(C1C(=O)O)C2 (5-norbornene-2,3-dicarboxylic acid isopropyl ester). The yield is 83.0%. As a reaction SMILES: C1C2C3C=CC(C2C=C1)C3.C(/C(/C([O-])=O)=C(/C(C)C)\C([O-])=O)(C)C.[CH:25]([O:28][C:29]([CH:31]1[CH:36]([C:37]([O:39]C(C)C)=[O:38])[CH:35]2[CH2:43][CH:32]1[CH:33]=[CH:34]2)=[O:30])([CH3:27])[CH3:26]>>[CH:25]([O:28][C:29]([CH:31]1[CH:36]([C:37]([OH:39])=[O:38])[CH:35]2[CH2:43][CH:32]1[CH:33]=[CH:34]2)=[O:30])([CH3:27])[CH3:26]. Reported procedure: 27.1 g (0.2 mol) of dicyclopentadiene and 80.4 g (0.4 mol) of diisopropylfumarate were charged in a 200 ml autoclave, and after sufficiently replacing with nitrogen, reaction was conducted at 170° C. for 5 hours. The reaction liquid was distilled under reduced pressure of 0.4 kPa to obtain 88 g of a fraction of 124-126° C. It was confirmed by 1H-NMR spectrum and GC-MS that this fraction is 5-norbornene-2,3-dicarboxylic acid diisopropyl ester. Yield: 83%. The reactants are O=C1OCc2ccccc21, CCNCC, Cl[Al](Cl)Cl, CC(Cl)Cl, O. The product is CCN(CC)C(=O)c1ccccc1CO. Reaction SMILES: [C:10]1(=[O:11])[O:12][CH2:13][c:14]2[cH:15][cH:16][cH:17][cH:18][c:19]21.[CH2:5]([CH3:6])[NH:7][CH2:8][CH3:9].[Cl:1][Al:2]([Cl:3])[Cl:4].[Cl:21][CH:22]([Cl:23])[CH3:24].[OH2:20]>>[CH2:5]([CH3:6])[N:7]([CH2:8][CH3:9])[C:10](=[O:11])[c:19]1[c:14]([CH2:13][OH:12])[cH:15][cH:16][cH:17][cH:18]1. The reactants are C(C)(C)OC1=C(C=C(C(=O)O)C=C1)C(F)(F)F (4-isopropoxy-3-(trifluoromethyl)benzoic acid), C=1C=CC2=C(C1)N=NN2O (HOBt), CCN=C=NCCCN(C)C (EDCI), OC1(CCC=2C(=CC=CC12)C(N)=N)O (dihydroxy-2,3-dihydro-1H-indene-4-carboximidamide), [Na+].[Cl-] (NaCl). Solvent: CN(C)C=O (DMF). Reaction conditions: temperature 130 celsius, time 20 minute. Product: C(C)(C)OC1=C(C=C(C=C1)C1=NC(=NO1)C1=C2CCC(C2=CC=C1)O)C(F)(F)F (4-(5-(4-isopropoxy-3-(trifluoromethyl)phenyl)-1,2,4-oxadiazol-3-yl)-2,3-dihydro-1H-inden-1-ol). The yield is 68.0%. Reaction SMILES: [CH:1]([O:4][C:5]1[CH:13]=[CH:12][C:8]([C:9]([OH:11])=O)=[CH:7][C:6]=1[C:14]([F:17])([F:16])[F:15])([CH3:3])[CH3:2].C1C=CC2N(O)N=NC=2C=1.CCN=C=NCCCN(C)C.[OH:39][C:40]1(O)[C:48]2[CH:47]=[CH:46][CH:45]=[C:44]([C:49](=[NH:51])[NH2:50])[C:43]=2[CH2:42][CH2:41]1.[Na+].[Cl-]>CN(C=O)C>[CH:1]([O:4][C:5]1[CH:13]=[CH:12][C:8]([C:9]2[O:11][N:51]=[C:49]([C:44]3[CH:45]=[CH:46][CH:47]=[C:48]4[C:43]=3[CH2:42][CH2:41][CH:40]4[OH:39])[N:50]=2)=[CH:7][C:6]=1[C:14]([F:17])([F:16])[F:15])([CH3:2])[CH3:3] |f:4.5|. Procedure details: In a microwave vial, a stirring solution of 4-isopropoxy-3-(trifluoromethyl)benzoic acid (700 mg, 2.82 mmol) in DMF was treated with HOBt (495 mg, 3.67 mmol) and EDCI (702 mg, 3.67 mmol) at room temperature. The reaction was stirred for 20 min followed by addition, in a single portion, of NJ-dihydroxy-2,3-dihydro-1H-indene-4-carboximidamide (650 mg, 3.38 mmol). The reaction was stirred for additional 30 min at room temperature and then heated to 130° C. for 35 min in the initiator. The reaction ...